This data is from the Open Reaction Database (ORD), a public repository of structured organic reaction records. The task is: describe an organic reaction: reactants, conditions, products, and yield Starting materials: COP(OC)(=O)CC=C (allylphosphonic acid dimethyl ester), OO (hydrogen peroxide). The reagents and catalysts are C/C(=C/C(=O)C)/O.C/C(=C/C(=O)C)/O.C/C(=C/C(=O)C)/O.[V] (vanadium (III) acetylacetonate). Run in CC(=O)C (acetone). The product is COP(OC)(=O)CC1CO1 (glycidylphosphonic acid dimethyl ester). As a reaction SMILES: [CH3:1][O:2][P:3]([CH2:7][CH:8]=[CH2:9])(=[O:6])[O:4][CH3:5].[OH:10]O>CC(C)=O.C/C(/O)=C/C(C)=O.C/C(/O)=C/C(C)=O.C/C(/O)=C/C(C)=O.[V]>[CH3:1][O:2][P:3]([CH2:7][CH:8]1[O:10][CH2:9]1)(=[O:6])[O:4][CH3:5] |f:3.4.5.6|. Procedure: In a flask having a capacity of 500 ml, equipped with a stirrer, thermostatic temperature control, reflux condenser, dropping funnel and internal thermometer, 0.5 g of vanadium (III) acetylacetonate is dissolved in 120 ml of acetone (previously purified with KMnO4). Then 75 g (0.5 mole) of allylphosphonic acid dimethyl ester is mixed in. With intense stirring, 65 ml of 30% hydrogen peroxide is added drop by drop over a period of about 20 minutes at 30° C. Then the mixture is refluxed for 2 hours... Reactants: NC1=CC(=C(C(N1)=S)C#N)C=1OC=CC1 (6-amino-4-furan-2-yl-2-thioxo-1,2-dihydro-pyridine-3-carbonitrile), CC[O-].[Na+] (sodium ethylate solution), Br.BrCCC1=NC=CC=C1 (2-(2-bromoethyl)pyridine hydrobromide). The solvent is C(C)O (ethanol). The product is NC1=NC(=C(C#N)C(=C1)C=1OC=CC1)SCCC1=NC=CC=C1 (6-amino-4-furan-2-yl-2-(2-pyridin-2-yl-ethylsulfanyl)-nicotinonitrile). Yield: 75.5%. RXN SMILES: [NH2:1][C:2]1[NH:7][C:6](=[S:8])[C:5]([C:9]#[N:10])=[C:4]([C:11]2[O:12][CH:13]=[CH:14][CH:15]=2)[CH:3]=1.CC[O-].[Na+].Br.Br[CH2:22][CH2:23][C:24]1[CH:29]=[CH:28][CH:27]=[CH:26][N:25]=1>C(O)C>[NH2:1][C:2]1[CH:3]=[C:4]([C:11]2[O:12][CH:13]=[CH:14][CH:15]=2)[C:5]([C:9]#[N:10])=[C:6]([S:8][CH2:22][CH2:23][C:24]2[CH:29]=[CH:28][CH:27]=[CH:26][N:25]=2)[N:7]=1 |f:1.2,3.4|. Reported procedure: To a stirred solution of 100 mg (0.46 mmol) 6-amino-4-furan-2-yl-2-thioxo-1,2-dihydro-pyridine-3-carbonitrile in 3.4 ml ethanol were added 0.60 ml (1.60 mmol) sodium ethylate solution (2.67M in ethanol) and 368 mg (1,38 mmol) 2-(2-bromoethyl)pyridine hydrobromide and the reaction mixture heated at reflux for 1 hour. The reaction mixture was then concentrated in vacuo and the residue partitioned between dichloromethane and water. The organic phase was dried over sodium sulfate and concentrated in... The reactants are OC1CN(CCC1C1=CC=C(C=C1)O)C(=O)OC(C)(C)C (tert-butyl (3RS,4RS)-3-hydroxy-4-(4-hydroxy-phenyl)-piperidine-1-carboxylate), C([O-])([O-])=O.[K+].[K+] (potassium carbonate), Example 46 ( b ), Example 44 ( e ), C(C=CC1=CC=CC=C1)Br (cinnamyl bromide). Run in CC(=O)C (acetone). Yields the product OC1CN(CCC1C1=CC=C(C=C1)OC\C=C\C1=CC=CC=C1)C(=O)OC(C)(C)C (tert-butyl (E)-(3RS,4RS)-3-hydroxy-4-[4-(3-phenyl-allyloxy)-phenyl]-piperidine-1-carboxylate), Example 1 ( g ), BrCC1=CC2=CC=CC=C2C=C1 (2-bromomethyl-naphthalene). As a reaction SMILES: [OH:1][CH:2]1[CH:7]([C:8]2[CH:13]=[CH:12][C:11]([OH:14])=[CH:10][CH:9]=2)[CH2:6][CH2:5][N:4]([C:15]([O:17][C:18]([CH3:21])([CH3:20])[CH3:19])=[O:16])[CH2:3]1.[CH2:22]([Br:31])[CH:23]=[CH:24][C:25]1[CH:30]=[CH:29][CH:28]=[CH:27][CH:26]=1.C(=O)([O-])[O-].[K+].[K+]>CC(C)=O>[OH:1][CH:2]1[CH:7]([C:8]2[CH:9]=[CH:10][C:11]([O:14][CH2:22]/[CH:23]=[CH:24]/[C:25]3[CH:30]=[CH:29][CH:28]=[CH:27][CH:26]=3)=[CH:12][CH:13]=2)[CH2:6][CH2:5][N:4]([C:15]([O:17][C:18]([CH3:21])([CH3:20])[CH3:19])=[O:16])[CH2:3]1.[Br:31][CH2:22][C:23]1[CH:3]=[CH:2][C:30]2[C:25](=[CH:26][CH:27]=[CH:28][CH:29]=2)[CH:24]=1 |f:2.3.4|. Procedure details: In an analogous manner to that described in Example 44 (e), by alkylating tert-butyl (3RS,4RS)-3-hydroxy-4-(4-hydroxy-phenyl)-piperidine-1-carboxylate [Example 46 (b)] with cinnamyl bromide in the presence of potassium carbonate in acetone there was obtained tert-butyl (E)-(3RS,4RS)-3-hydroxy-4-[4-(3-phenyl-allyloxy)-phenyl]-piperidine-1-carboxylate, alkylation of which analogously to Example 1 (g) with 2-bromomethyl-naphthalene yielded tert-butyl (E)-(3RS,4RS)-3-(naphthalen-2-ylmethoxy)-4-[4-(3... Reactants: O=CCCCCC(=O)OC (methyl 6-oxohexanoate), C(OC)(OC)OC (trimethyl orthoformate), C1(=CC=C(C=C1)S(=O)(=O)O)C (p-toluene sulfonic acid). Run in CO (methanol). Run at time 48 hour. The product is COC(CCCCC(=O)OC)OC (methyl 6,6-dimethoxyhexanoate). The yield is 88.0%. As a reaction SMILES: O=C[CH2:3][CH2:4][CH2:5][CH2:6][C:7]([O:9][CH3:10])=[O:8].[CH:11]([O:16][CH3:17])([O:14][CH3:15])OC.C1(C)C=CC(S(O)(=O)=O)=CC=1>CO>[CH3:17][O:16][CH:11]([O:14][CH3:15])[CH2:3][CH2:4][CH2:5][CH2:6][C:7]([O:9][CH3:10])=[O:8]. Procedure: 56 g (0.4 Mole) of cyclohexanone enolacetate in 500 ml of methanol was ozonised in a dry ice-acetone bath until the solution turned blue. 60 ml of dimethyl sulphide was added, and the cooling bath was removed. The temperature rose slowly to 48°, and after it had returned to room temperature, 40 ml of trimethyl orthoformate and 1 ml of acetyl chloride were added. The mixture was then left for 48 h at room temperature. Three identical batches were combined and the solvant was removed in vacuo. The... The reactants are C(C)OC(CC1=CC(=CC=C1)NC(C1=C(C=CC(=C1)Br)F)=O)=O ([3-(5-Bromo-2-fluoro-benzoylamino)-phenyl]-acetic acid ethyl ester), FC=1C=C(C=CC1)B(O)O (3-fluoro-phenylboronic acid). Product: C(C)OC(CC1=CC(=CC=C1)NC(=O)C=1C=C(C=CC1F)C1=CC(=CC=C1)F)=O ({3-[(4,3′-Difluoro-biphenyl-3-carbonyl)-amino]-phenyl}-acetic acid ethyl ester). RXN SMILES: [CH2:1]([O:3][C:4](=[O:23])[CH2:5][C:6]1[CH:11]=[CH:10][CH:9]=[C:8]([NH:12][C:13](=[O:22])[C:14]2[CH:19]=[C:18](Br)[CH:17]=[CH:16][C:15]=2[F:21])[CH:7]=1)[CH3:2].[F:24][C:25]1[CH:26]=[C:27](B(O)O)[CH:28]=[CH:29][CH:30]=1>>[CH2:1]([O:3][C:4](=[O:23])[CH2:5][C:6]1[CH:11]=[CH:10][CH:9]=[C:8]([NH:12][C:13]([C:14]2[CH:19]=[C:18]([C:29]3[CH:28]=[CH:27][CH:26]=[C:25]([F:24])[CH:30]=3)[CH:17]=[CH:16][C:15]=2[F:21])=[O:22])[CH:7]=1)[CH3:2]. Procedure: The phenyl bromide (78) (106 mg, 0.28 mmol) was coupled to 3-fluoro-phenylboronic acid (42 mg, 0.30 mmol) using Method E. The crude product was purified by column chromatography eluting with 20% EtOAc in heptane to give the title compound.